This data is from the Open Reaction Database (ORD), a public repository of structured organic reaction records. The task is: describe an organic reaction: reactants, conditions, products, and yield Starting materials: [S-2].[Li+].[Li+] (lithium sulfide), BrCC(=O)OC(C)(C)C (tert-butyl bromoacetate), O(C1=CC=CC=C1)P(=O)(OC1=CC=CC=C1)OC=1N=C2N(C(C1/C=C/C(=O)OC(C)(C)C)=O)C=CC(=C2)CCC=2SC=C(N2)C(C)C (tert-butyl (E)-3-{2-[(diphenoxyphosphoryl)oxy]-8-[2-(4-isopropyl-1,3-thiazol-2-yl)ethyl]-4-oxo-4H-pyrido[1,2-a]pyrimidin-3-yl}-2-propenoate), O(C1=CC=CC=C1)P(=O)(OC1=CC=CC=C1)OC=1N=C2N(C(C1/C=C/C(=O)OC(C)(C)C)=O)C=CC(=C2)CCC=2SC=C(N2)C(C)C (tert-Butyl (E)-3-{2-[(diphenoxyphosphoryl)oxy]-8-[2-(4-isopropyl-1,3-thiazol-2-yl)-ethyl]-4-oxo-4H-pyrido[1,2-a]pyrimidin-3-yl}-2-propenoate), [I-].[Na+] (sodium iodide). The solvent is C(C)O (ethanol), CN(C=O)C (dimethylformamide), C(C)(=O)OCC (ethyl acetate), O (water), CN(C=O)C (dimethylformamide). Run at time 40 minute. The product is C(C)(C)(C)OC(=O)CSC=1N=C2N(C(C1/C=C/C(=O)OC(C)(C)C)=O)C=CC(=C2)CCC=2SC=C(N2)C(C)C (tert-Butyl (E)-3-{2-(tert-butoxycarbonylmethylthio)-8-[2-(4-isopropyl-1,3-thiazol-2-yl)ethyl]-4-oxo-4H-pyrido[1,2-a]pyrimidin-3-yl}-2-propenoate). As a reaction SMILES: O(P(O[C:18]1[N:19]=[C:20]2[CH:37]=[C:36]([CH2:38][CH2:39][C:40]3[S:41][CH:42]=[C:43]([CH:45]([CH3:47])[CH3:46])[N:44]=3)[CH:35]=[CH:34][N:21]2[C:22](=[O:33])[C:23]=1/[CH:24]=[CH:25]/[C:26]([O:28][C:29]([CH3:32])([CH3:31])[CH3:30])=[O:27])(OC1C=CC=CC=1)=O)C1C=CC=CC=1.[S-2:48].[Li+].[Li+].Br[CH2:52][C:53]([O:55][C:56]([CH3:59])([CH3:58])[CH3:57])=[O:54].[I-].[Na+]>CN(C)C=O.C(O)C.O.C(OCC)(=O)C>[C:56]([O:55][C:53]([CH2:52][S:48][C:18]1[N:19]=[C:20]2[CH:37]=[C:36]([CH2:38][CH2:39][C:40]3[S:41][CH:42]=[C:43]([CH:45]([CH3:46])[CH3:47])[N:44]=3)[CH:35]=[CH:34][N:21]2[C:22](=[O:33])[C:23]=1/[CH:24]=[CH:25]/[C:26]([O:28][C:29]([CH3:32])([CH3:31])[CH3:30])=[O:27])=[O:54])([CH3:59])([CH3:58])[CH3:57] |f:1.2.3,5.6|. Reported procedure: The tert-butyl (E)-3-{2-[(diphenoxyphosphoryl)oxy]-8-[2-(4-isopropyl-1,3-thiazol-2-yl)ethyl]-4-oxo-4H-pyrido[1,2-a]pyrimidin-3-yl}-2-propenoate (62 mg) obtained in (A) was dissolved in dimethylformamide (1 ml) and added dropwise with a solution of lithium sulfide in ethanol (0.1 g/ml) until the starting material disappeared. Separately, tert-butyl bromoacetate (0.04 ml) was dissolved in dimethylformamide (1 ml), added with sodium iodide (69 mg), and then stirred at room temperature for 40 minute... Reactants: C(C)(=O)O.C(C)(=O)O.IC1=CC=CC=C1 (iodobenzene diacetate), [C-]1(C=CC=C1)N1C(NNC1=O)=O.[CH-]1C=CC=C1.[Fe+2] (4-ferrocenylurazole). The solvent is O1CCCC1 (tetrahydrofuran), O1CCCC1 (tetrahydrofuran). Yields the product [C-]1(C=CC=C1)N1C(N=NC1=O)=O.[CH-]1C=CC=C1.[Fe+2] (4-ferrocenyl-1,2,4-triazoline-3,5-dione). Reaction SMILES: C(O)(=O)C.C(O)(=O)C.I[C:10]1[CH:15]=[CH:14][CH:13]=[CH:12]C=1.[C-:16]1([N:21]2[C:25](=[O:26])[NH:24][NH:23][C:22]2=[O:27])[CH:20]=[CH:19][CH:18]=[CH:17]1.[CH-]1C=CC=C1.[Fe+2:33]>O1CCCC1>[C-:16]1([N:21]2[C:22](=[O:27])[N:23]=[N:24][C:25]2=[O:26])[CH:17]=[CH:18][CH:19]=[CH:20]1.[CH-:12]1[CH:13]=[CH:14][CH:15]=[CH:10]1.[Fe+2:33] |f:0.1.2,3.4.5,7.8.9|. Procedure: With reference to EXAMPLE 1-2, 4.5 mg (0.014 mmol) of iodobenzene diacetate was added to a mixture of 5 mg (0.017 mmol) of 4-ferrocenylurazole and 0.25 mL of tetrahydrofuran at room temperature, followed by stirring for an hour. Thus, the tetrahydrofuran solution of 4-ferrocenyl-1,2,4-triazoline-3,5-dione was obtained. A tetrahydrofuran (0.25 mL) solution of 1 mg (0.0025 mmol) of alfacalcidol prepared in accordance with the method described in Japanese Patent Publication (KOKAI) No. 48-62750, Te... The reactants are Cl.C(C)(C)(C)NCC(=O)C1=CC(=C(C=C1)O)O (3,4-dihydroxyphenyl tert-butylaminomethyl ketone hydrochloride), C(C1=CC=C(C=C1)OC)(=O)Cl (p-anisoyl chloride), CN(C=O)C (N,N-dimethylformamide), C[O-].[Na+] (sodium methoxide), C1(=CC=CC=C1)[O-].[Na+] (sodium phenolate salt). Yields the product Cl.C(C)(C)(C)NCC(=O)C1=CC(=C(C=C1)OC(C1=CC=C(C=C1)OC)=O)OC(C1=CC=C(C=C1)OC)=O (3,4-bis(p-anisoyloxy)phenyl tert-butylaminomethyl ketone hydrochloride). Reaction SMILES: Cl.[C:2]([NH:6][CH2:7][C:8]([C:10]1[CH:15]=[CH:14][C:13]([OH:16])=[C:12]([OH:17])[CH:11]=1)=[O:9])([CH3:5])([CH3:4])[CH3:3].[CH3:18][O-].[Na+].[C:21]1([O-:27])[CH:26]=[CH:25][CH:24]=[CH:23][CH:22]=1.[Na+].[C:29]([Cl:39])(=[O:38])[C:30]1[CH:35]=[CH:34][C:33]([O:36][CH3:37])=[CH:32][CH:31]=1.CN(C)[CH:42]=[O:43]>>[ClH:39].[C:2]([NH:6][CH2:7][C:8]([C:10]1[CH:15]=[CH:14][C:13]([O:16][C:42](=[O:43])[C:24]2[CH:25]=[CH:26][C:21]([O:27][CH3:18])=[CH:22][CH:23]=2)=[C:12]([O:17][C:29](=[O:38])[C:30]2[CH:35]=[CH:34][C:33]([O:36][CH3:37])=[CH:32][CH:31]=2)[CH:11]=1)=[O:9])([CH3:5])([CH3:3])[CH3:4] |f:0.1,2.3,4.5,8.9|. Procedure details: Proceeding in a manner similar to that described in Example 30A above, 26 g. of 3,4-dihydroxyphenyl tert-butylaminomethyl ketone hydrochloride was reacted with 17 g. of sodium methoxide in 200 ml. of N,N-dimethylformamide, and the resulting sodium phenolate salt was interacted with p-anisoyl chloride to yield 12.3 g of 3,4-bis(p-anisoyloxy)phenyl tert-butylaminomethyl ketone hydrochloride as a white crystalline solid which melted at 205-208° C. (uncorr.). Starting materials: CCO, SC1=Nc2ccc(Cl)c3cccc1c23, NCCCn1ccnc1. The product is Clc1ccc2c3c(cccc13)C(NCCCn1ccnc1)=N2. Reaction SMILES: [CH3:24][CH2:25][OH:26].[Cl:1][c:2]1[c:3]2[c:4]3[c:5]([cH:12][cH:13][cH:14]2)[C:6]([SH:11])=[N:7][c:8]3[cH:9][cH:10]1.[n:15]1([CH2:20][CH2:21][CH2:22][NH2:23])[cH:16][n:17][cH:18][cH:19]1>>[Cl:1][c:2]1[c:3]2[c:4]3[c:5]([cH:12][cH:13][cH:14]2)[C:6]([NH:23][CH2:22][CH2:21][CH2:20][n:15]2[cH:16][n:17][cH:18][cH:19]2)=[N:7][c:8]3[cH:9][cH:10]1. Starting materials: BrC1=NC=C(C=C1)C=NO (2-bromo-pyridine-5-carbaldehyde oxime), [BH4-].[Na+] (sodium borohydride). The reagents and catalysts are [Ti](Cl)(Cl)(Cl)Cl (titanium(IV) chloride). The solvent is COCCOC (DME), COCCOC (DME). Conditions: time 3 hour. Product: NCC=1C=CC(=NC1)Br (5-Aminomethyl-2-bromo-pyridine). Yield: 73.1%. RXN SMILES: [Br:1][C:2]1[CH:7]=[CH:6][C:5]([CH:8]=[N:9]O)=[CH:4][N:3]=1.[BH4-].[Na+]>COCCOC.[Ti](Cl)(Cl)(Cl)Cl>[NH2:9][CH2:8][C:5]1[CH:6]=[CH:7][C:2]([Br:1])=[N:3][CH:4]=1 |f:1.2|. Reported procedure: Add dropwise a solution of 2-bromo-pyridine-5-carbaldehyde oxime (0.5 g, 2.487 mmol) in DME (10 mL) to a solution of titanium(IV) chloride (0.573 mL, 5.223 mmol) and sodium borohydride (395 mg, 10.445 mmol) in DME (20 mL) at 0° C. Allow the mixture to warm to room temperature and stir for 3 h. Add water and remove the solvent in vacuo. Basify the mixture to pH 12 with 1N aqueous NaOH and extract with dichloromethane. Dry the combined organic extracts over Na2SO4, filter and concentrate in vacuo ... Starting materials: FC=1C(=CC(=C(C1)NC(OC(C)CCCO[Si](C)(C)C(C)(C)C)=O)OC)B1OC(C(O1)(C)C)(C)C (5-(tert-butyldimethylsilyloxy)pentan-2-yl 5-fluoro-2-methoxy-4-(4,4,5,5-tetramethyl-1,3,2-dioxaborolan-2-yl)phenylcarbamate), BrC=1N=C(N2C1C(=NC=C2)C)C2CCOCC2 (1-bromo-8-methyl-3-(tetrahydro-2H-pyran-4-yl)imidazo[1,5-a]pyrazine). Yields the product FC=1C(=CC(=C(C1)NC(OC(C)CCCO)=O)OC)C=1N=C(N2C1C(=NC=C2)C)C2CCOCC2 (5-hydroxypentan-2-yl 5-fluoro-2-methoxy-4-(8-methyl-3-(tetrahydro-2h-pyran-4-yl)imidazo[1,5-a]pyrazin-1-yl)phenylcarbamate). As a reaction SMILES: [F:1][C:2]1[C:3](B2OC(C)(C)C(C)(C)O2)=[CH:4][C:5]([O:25][CH3:26])=[C:6]([NH:8][C:9](=[O:24])[O:10][CH:11]([CH2:13][CH2:14][CH2:15][O:16][Si](C(C)(C)C)(C)C)[CH3:12])[CH:7]=1.Br[C:37]1[N:38]=[C:39]([CH:47]2[CH2:52][CH2:51][O:50][CH2:49][CH2:48]2)[N:40]2[CH:45]=[CH:44][N:43]=[C:42]([CH3:46])[C:41]=12>>[F:1][C:2]1[C:3]([C:37]2[N:38]=[C:39]([CH:47]3[CH2:52][CH2:51][O:50][CH2:49][CH2:48]3)[N:40]3[CH:45]=[CH:44][N:43]=[C:42]([CH3:46])[C:41]=23)=[CH:4][C:5]([O:25][CH3:26])=[C:6]([NH:8][C:9](=[O:24])[O:10][CH:11]([CH2:13][CH2:14][CH2:15][OH:16])[CH3:12])[CH:7]=1. Procedure: Reaction of 5-(tert-butyldimethylsilyloxy)pentan-2-yl 5-fluoro-2-methoxy-4-(4,4,5,5-tetramethyl-1,3,2-dioxaborolan-2-yl)phenylcarbamate (prepared according to the procedures described in example 44, 82 mg) and 1-bromo-8-methyl-3-(tetrahydro-2H-pyran-4-yl)imidazo[1,5-a]pyrazine (47.5 mg) according to the procedure described in example 4 step 4c and purification using prep-HPLC (column Luna C18(2); gradient acetonitrile/water with constant 0.003M trifluoroacetic acid) gave 5-hydroxypentan-2-yl 5-f... Reactants: C(C)(=O)N1[C@H](CN(CC1)C=1N(C2=NC(=NC(=C2N1)N1CCOCC1)C=1C=NC(=NC1)N)CC(F)(F)F)C (5-{8-[(3S)-4-acetyl-3-methylpiperazin-1-yl]-6-morpholin-4-yl-9-(2,2,2-trifluoroethyl)-9H-purin-2-yl}pyrimidin-2-amine), CS(=O)(=O)O (methanesulfonic acid). The solvent is CO.ClCCl (methanol dichloromethane). Conditions: time 3 hour. Yields the product CS(=O)(=O)O.C(C)(=O)N1[C@H](CN(CC1)C=1N(C2=NC(=NC(=C2N1)N1CCOCC1)C=1C=NC(=NC1)N)CC(F)(F)F)C (5-{8-[(3S)-4-acetyl-3-methylpiperazin-1-yl]-6-morpholin-4-yl-9-(2,2,2-trifluoroethyl)-9H-purin-2-yl}pyrimidin-2-amine methanesulfonate). Yield: 84.9%. As a reaction SMILES: [C:1]([N:4]1[CH2:9][CH2:8][N:7]([C:10]2[N:11]([CH2:32][C:33]([F:36])([F:35])[F:34])[C:12]3[C:17]([N:18]=2)=[C:16]([N:19]2[CH2:24][CH2:23][O:22][CH2:21][CH2:20]2)[N:15]=[C:14]([C:25]2[CH:26]=[N:27][C:28]([NH2:31])=[N:29][CH:30]=2)[N:13]=3)[CH2:6][C@@H:5]1[CH3:37])(=[O:3])[CH3:2].[CH3:38][S:39]([OH:42])(=[O:41])=[O:40]>CO.ClCCl>[CH3:38][S:39]([OH:42])(=[O:41])=[O:40].[C:1]([N:4]1[CH2:9][CH2:8][N:7]([C:10]2[N:11]([CH2:32][C:33]([F:36])([F:35])[F:34])[C:12]3[C:17]([N:18]=2)=[C:16]([N:19]2[CH2:20][CH2:21][O:22][CH2:23][CH2:24]2)[N:15]=[C:14]([C:25]2[CH:26]=[N:27][C:28]([NH2:31])=[N:29][CH:30]=2)[N:13]=3)[CH2:6][C@@H:5]1[CH3:37])(=[O:3])[CH3:2] |f:2.3,4.5|. Reported procedure: To a solution of 5-{8-[(3S)-4-acetyl-3-methylpiperazin-1-yl]-6-morpholin-4-yl-9-(2,2,2-trifluoroethyl)-9H-purin-2-yl}pyrimidin-2-amine (33.2 mg, 0.06 mmol) in methanol/dichloromethane solution (1/1, 1 ml) was added methanesulfonic acid (3.9 μl, 0.06 mmol) at room temperature, and the mixture was stirred for 3 hr. Then the solvent was removed in reduced pressure, and the resultant solid was dried to give 5-{8-[(3S)-4-acetyl-3-methylpiperazin-1-yl]-6-morpholin-4-yl-9-(2,2,2-trifluoroethyl)-9H-puri... The reactants are C(C=CC1=CC=CC=C1)(=O)O (cinnamic acid). The solvent is diethyl phthalates, CC(COC(C)CO)O (dipropylene glycol). The product is CCCCCC/C(=C\C1=CC=CC=C1)/C=O (α-Hexylcinnamic aldehyde). Reaction SMILES: [C:1]([OH:11])(=O)[CH:2]=[CH:3][C:4]1[CH:9]=[CH:8][CH:7]=[CH:6][CH:5]=1>CC(O)COC(CO)C>[CH3:1][CH2:2][CH2:3][CH2:4][CH2:5][CH2:6]/[C:2](/[CH:1]=[O:11])=[CH:3]\[C:4]1[CH:5]=[CH:6][CH:7]=[CH:8][CH:9]=1. Procedure details: Solid at 10°-23° C. At higher temperature, yellowish, oily liquid which has a high tendency to oxidation (cinnamic acid). Dissolves readily in diethyl phthalates and dipropylene glycol, floral, fruity note. The reactants are ClC=1C=C(C=CC1)C1=NC=2C(=NC=CC2)N1CC(=O)O (2-(3-chlorophenyl)-3H-imidazo[4,5-b]pyridine-3-acetic acid), C(=O)(N1C=NC=C1)N1C=NC=C1 (1,1'-carbonyldiimidazole), CN1CCNCC1 (N-methylpiperazine), O1CCCC1 (tetrahydrofuran). Conditions: time 4 hour. The product is C(\C=C\C(=O)O)(=O)O.ClC=1C=C(C=CC1)C1=NC=2C(=NC=CC2)N1CC(=O)N1CCN(CC1)C (2-(3-Chlorophenyl)-3-[2-(4-methyl-1-piperazinyl)-2-oxoethyl]-3H-imidazo[4,5-b]pyridine fumarate). Isolated yield 46.0%. RXN SMILES: [Cl:1][C:2]1[CH:3]=[C:4]([C:8]2[N:16]([CH2:17][C:18]([OH:20])=[O:19])[C:11]3=[N:12][CH:13]=[CH:14][CH:15]=[C:10]3[N:9]=2)[CH:5]=[CH:6][CH:7]=1.C(N1C=CN=C1)(N1C=CN=C1)=[O:22].[CH3:33][N:34]1[CH2:39][CH2:38][NH:37][CH2:36][CH2:35]1.[O:40]1[CH2:44][CH2:43]CC1>>[C:44]([OH:40])(=[O:22])/[CH:43]=[CH:17]/[C:18]([OH:20])=[O:19].[Cl:1][C:2]1[CH:3]=[C:4]([C:8]2[N:16]([CH2:17][C:18]([N:37]3[CH2:38][CH2:39][N:34]([CH3:33])[CH2:35][CH2:36]3)=[O:20])[C:11]3=[N:12][CH:13]=[CH:14][CH:15]=[C:10]3[N:9]=2)[CH:5]=[CH:6][CH:7]=1 |f:4.5|. Procedure: A stream of nitrogen gas was bubbled through a stirred solution of 2-(3-chlorophenyl)-3H-imidazo[4,5-b]pyridine-3-acetic acid (3.68 g, 0.0128 mole), 1,1'-carbonyldiimidazole (2.07 g, 0.0128 mole), and anhydrous tetrahydrofuram (70 ml) for 21/2 hrs. at room temperature. A solution of N-methylpiperazine in 10 ml of tetrahydrofuran was added (rapid drop) and stirring was continued for 4 hrs. at room temperature. The tetrahydrofuran was evaporated and the residue was dissolved in methylene chloride ...